From a dataset of the Open Reaction Database (ORD), a public repository of structured organic reaction records. describe an organic reaction: reactants, conditions, products, and yield The reactants are O=C[C@H](O)[C@@H](O)[C@@H](O)[C@H](O)CO (D-galactose), O1CCN(CC1)CCCN ((3-morpholinopropyl)amine), ClCCN=C=O (2-chloroethyl isocyanate). Yields the product ClCCNC(=O)N(C1[C@H](O)[C@@H](O)[C@@H](O)[C@H](O1)CO)CCCN1CCOCC1 (1-(2-chloroethyl)-3-(3-morpholinopropyl)-3-(D-galactopyranosyl)urea). Yield: 42.5%. As a reaction SMILES: O=[CH:2][C@@H:3]([C@H:5]([C@H:7]([C@@H:9]([CH2:11][OH:12])[OH:10])[OH:8])[OH:6])[OH:4].[O:13]1[CH2:18][CH2:17][N:16]([CH2:19][CH2:20][CH2:21][NH2:22])[CH2:15][CH2:14]1.[Cl:23][CH2:24][CH2:25][N:26]=[C:27]=[O:28]>>[Cl:23][CH2:24][CH2:25][NH:26][C:27]([N:22]([CH2:21][CH2:20][CH2:19][N:16]1[CH2:17][CH2:18][O:13][CH2:14][CH2:15]1)[CH:2]1[O:10][C@H:9]([CH2:11][OH:12])[C@H:7]([OH:8])[C@H:5]([OH:6])[C@H:3]1[OH:4])=[O:28]. Reported procedure: 3.6 g of D-galactose, 5.7 g of (3-morpholinopropyl)amine and 3.0 g of 2-chloroethyl isocyanate are treated in the same manner as described in Example 23-(1). 3.5 g of 1-(2-chloroethyl)-3-(3-morpholinopropyl)-3-(D-galactopyranosyl)urea are thereby obtained as colorless caramel. Starting materials: COC1=CC=C(C(=N1)C)C=1C=C(C#N)C=CC1 (3-(6-methoxy-2-methylpyridin-3-yl)benzonitrile), BrN1C(CCC1=O)=O (N-bromosuccinimide). The solvent is CO (methanol). Run at time 66 hour. Product: BrC=1C=C(C(=NC1OC)C)C=1C=C(C#N)C=CC1 (3-(5-bromo-6-methoxy-2-methylpyridin-3-yl)benzonitrile). The yield is 29.5%. As a reaction SMILES: [CH3:1][O:2][C:3]1[N:8]=[C:7]([CH3:9])[C:6]([C:10]2[CH:11]=[C:12]([CH:15]=[CH:16][CH:17]=2)[C:13]#[N:14])=[CH:5][CH:4]=1.[Br:18]N1C(=O)CCC1=O>CO>[Br:18][C:4]1[CH:5]=[C:6]([C:10]2[CH:11]=[C:12]([CH:15]=[CH:16][CH:17]=2)[C:13]#[N:14])[C:7]([CH3:9])=[N:8][C:3]=1[O:2][CH3:1]. Procedure: A mixture of 3-(6-methoxy-2-methylpyridin-3-yl)benzonitrile (3.00 g, 13.4 mmol), N-bromosuccinimide (2.89 g, 16.08 mmol) and methanol (150 mL) is stirred 66 hr at room temperature. The solids are collected by filtration to give 3-(5-bromo-6-methoxy-2-methylpyridin-3-yl)benzonitrile (1.20 g, 30%) as a white solid. LC/MS RT 4.19 min; MS m/e=303/305 (M); NMR (CDCl3) 7.65 (2H, m), 7.60 (1H, s), 7.56 (2H, m), 4.02 (3H, s), 2.37 (3H, s). Reactants: C(C)(C)(C)OC(C(C)(C)SC=1SC=C(N1)CCNCCCCCCC)=O (2-({4-[2-(Heptylamino)ethyl]-1,3-thiazol-2-yl}thio)-2-methylpropionic acid tert-butyl ester), C=C1CC(=O)O1 (diketene). Solvent: CN(C=O)C (N,N-dimethylformamide), C(C)(=O)OCC (ethyl acetate). Run at time 1 hour. The product is C(C)(C)(C)OC(C(C)(C)SC=1SC=C(N1)CCN(CCCCCCC)C(CC(=O)C)=O)=O (2-[(4-{2-[acetoacetyl(heptyl)amino]ethyl}-1,3-thiazol-2-yl)thio]-2-methylpropionic acid tert-butyl ester). The yield is 82.4%. Reaction SMILES: [C:1]([O:5][C:6](=[O:26])[C:7]([S:10][C:11]1[S:12][CH:13]=[C:14]([CH2:16][CH2:17][NH:18][CH2:19][CH2:20][CH2:21][CH2:22][CH2:23][CH2:24][CH3:25])[N:15]=1)([CH3:9])[CH3:8])([CH3:4])([CH3:3])[CH3:2].[CH2:27]=[C:28]1[O:32][C:30](=[O:31])[CH2:29]1>CN(C)C=O.C(OCC)(=O)C>[C:1]([O:5][C:6](=[O:26])[C:7]([S:10][C:11]1[S:12][CH:13]=[C:14]([CH2:16][CH2:17][N:18]([C:30](=[O:31])[CH2:29][C:28]([CH3:27])=[O:32])[CH2:19][CH2:20][CH2:21][CH2:22][CH2:23][CH2:24][CH3:25])[N:15]=1)([CH3:9])[CH3:8])([CH3:4])([CH3:3])[CH3:2]. Reported procedure: 2-({4-[2-(Heptylamino)ethyl]-1,3-thiazol-2-yl}thio)-2-methylpropionic acid tert-butyl ester (3.41 g) synthesized in Example 303-2 was dissolved in N,N-dimethylformamide (43 mL), and diketene (0.75 g) was added dropwise under ice-cooling. After warming to room temperature, the mixture was stirred for one hour. The mixture was diluted with ethyl acetate. The organic layer was washed with saturated brine and dried over anhydrous sodium sulfate. The solvent was evaporated under reduced pressure to g... The reactants are NC1=C(C(=O)O)C=CC(=C1)[N+](=O)[O-] (2-amino-4-nitrobenzoic acid), CS(=O)(=O)Cl (methanesulfonyl chloride), CN (methylamine), N1(CCCCC1)CCCOC=1C=C(C=O)C=CC1 (3-(3-piperidin-1-ylpropoxy)benzaldehyde). Yields the product CN1C(=NC2=CC(=CC=C2C1=O)NS(=O)(=O)C)C1=CC(=CC=C1)OCCCN1CCCCC1 (3-Methyl-2-[3-(3-piperidin-1-ylpropoxy)-phenyl]-7-methylsulfonylamino-4(3H)-quinazolinone). RXN SMILES: [NH2:1][C:2]1[CH:10]=[C:9]([N+:11]([O-])=O)[CH:8]=[CH:7][C:3]=1[C:4]([OH:6])=O.[CH3:14][NH2:15].[N:16]1([CH2:22][CH2:23][CH2:24][O:25][C:26]2[CH:27]=[C:28]([CH:31]=[CH:32][CH:33]=2)[CH:29]=O)[CH2:21][CH2:20][CH2:19][CH2:18][CH2:17]1.[CH3:34][S:35](Cl)(=[O:37])=[O:36]>>[CH3:14][N:15]1[C:4](=[O:6])[C:3]2[C:2](=[CH:10][C:9]([NH:11][S:35]([CH3:34])(=[O:37])=[O:36])=[CH:8][CH:7]=2)[N:1]=[C:29]1[C:28]1[CH:31]=[CH:32][CH:33]=[C:26]([O:25][CH2:24][CH2:23][CH2:22][N:16]2[CH2:21][CH2:20][CH2:19][CH2:18][CH2:17]2)[CH:27]=1. Procedure: The entitled compound was obtained according to the method of Example 70 but starting from 2-amino-4-nitrobenzoic acid, methylamine and 3-(3-piperidin-1-ylpropoxy)benzaldehyde and methanesulfonyl chloride. Procedure details: 0.2 g (0.64 mmol) 4-(2-Methyl-6-phenyl-imidazo[1,2-a]pyrimidin-7-yl)benzaldehyde, described in intermediate example 15.1, are dissolved in 2.8 mL chloroform and treated with 170 mg (0.96 mmol) N-bromosuccinimide. The mixture is heated for 2.5 hours at reflux. The solvent is removed and the residue purified by chromatography (silicagel, dichloromethane/methanol). 198.4 mg (75.3%) of the desired compound are obtained. Reactants: CC=1N=C2N(C=C(C(=N2)C2=CC=C(C=O)C=C2)C2=CC=CC=C2)C1 (4-(2-Methyl-6-phenyl-imidazo[1,2-a]pyrimidin-7-yl)benzaldehyde), BrN1C(CCC1=O)=O (N-bromosuccinimide). Yield: 79.0%. RXN SMILES: [CH3:1][C:2]1[N:3]=[C:4]2[N:9]=[C:8]([C:10]3[CH:17]=[CH:16][C:13]([CH:14]=[O:15])=[CH:12][CH:11]=3)[C:7]([C:18]3[CH:23]=[CH:22][CH:21]=[CH:20][CH:19]=3)=[CH:6][N:5]2[CH:24]=1.[Br:25]N1C(=O)CCC1=O>C(Cl)(Cl)Cl>[Br:25][C:24]1[N:5]2[CH:6]=[C:7]([C:18]3[CH:19]=[CH:20][CH:21]=[CH:22][CH:23]=3)[C:8]([C:10]3[CH:11]=[CH:12][C:13]([CH:14]=[O:15])=[CH:16][CH:17]=3)=[N:9][C:4]2=[N:3][C:2]=1[CH3:1]. Solvent: C(Cl)(Cl)Cl (chloroform). Product: BrC1=C(N=C2N1C=C(C(=N2)C2=CC=C(C=O)C=C2)C2=CC=CC=C2)C (4-(3-bromo-2-methyl-6-phenyl-imidazo[1,2-a]pyrimidin-7-yl)-benzaldehyde). Starting materials: C(CCC)[Sn](C=1OC=CC1)(CCCC)CCCC (2-(Tributylstannyl)-furan), BrC1=C(C2=CC=C(C=C2C=C1C)OC)OCOC (2-bromo-6-methoxy-1-(methoxymethoxy)-3-methylnaphthalene), BrC1=C(C2=CC=C(C=C2C=C1C)OC)OCOC (2-Bromo-6-methoxy-1-(methoxymethoxy)-3-methylnaphthalene). The reagents and catalysts are C1(=CC=CC=C1)P(C1=CC=CC=C1)(C1=CC=CC=C1)[Pd-4](P(C1=CC=CC=C1)(C1=CC=CC=C1)C1=CC=CC=C1)(P(C1=CC=CC=C1)(C1=CC=CC=C1)C1=CC=CC=C1)P(C1=CC=CC=C1)(C1=CC=CC=C1)C1=CC=CC=C1 (tetrakis(triphenylphosphino)palladium (0)). Run in C1(=CC=CC=C1)C (toluene), CCOCC (Et2O), O (water). Run at temperature 105 celsius. Yields the product COC=1C=C2C=C(C(=C(C2=CC1)OCOC)C=1OC=CC1)C (2-(6-Methoxy-1-methoxymethoxy-3-methyl-naphthalen-2-yl)-furan). The yield is 76.0%. Reaction SMILES: C([Sn](CCCC)(CCCC)[C:6]1[O:7][CH:8]=[CH:9][CH:10]=1)CCC.Br[C:20]1[C:29]([CH3:30])=[CH:28][C:27]2[C:22](=[CH:23][CH:24]=[C:25]([O:31][CH3:32])[CH:26]=2)[C:21]=1[O:33][CH2:34][O:35][CH3:36]>C1(C)C=CC=CC=1.CCOCC.O.C1(P([Pd-4](P(C2C=CC=CC=2)(C2C=CC=CC=2)C2C=CC=CC=2)(P(C2C=CC=CC=2)(C2C=CC=CC=2)C2C=CC=CC=2)P(C2C=CC=CC=2)(C2C=CC=CC=2)C2C=CC=CC=2)(C2C=CC=CC=2)C2C=CC=CC=2)C=CC=CC=1>[CH3:32][O:31][C:25]1[CH:26]=[C:27]2[C:22](=[CH:23][CH:24]=1)[C:21]([O:33][CH2:34][O:35][CH3:36])=[C:20]([C:6]1[O:7][CH:8]=[CH:9][CH:10]=1)[C:29]([CH3:30])=[CH:28]2. Procedure details: 2-(Tributylstannyl)-furan (0.4 mL, 1.29 mmol)) was added slowly to a solution of 2-bromo-6-methoxy-1-(methoxymethoxy)-3-methylnaphthalene (14 (0.4 g, 1.29 mmol) in toluene (10 mL). Reaction mixture was heated at 105° C. A portion (0.01 g) of tetrakis(triphenylphosphino)palladium (0) (0.061 g, 0.053 mmol) was added every 1 h until reaction was complete. Reaction mixture was cooled to RT then diluted with Et2O and water. The layers were separated and the organic layer was washed with brine, dried ... Reactants: amine, C(CC(C)C)N (iso-pentylamine), C(C(O)CC(=O)OCC)(=O)OCC (diethyl DL-malate), C(C(O)CC(=O)OCC)(=O)OCC (diethyl DL-malate), C(CC(C)C)N (iso-pentylamine). Run at time 20 hour. Yields the product C(CC(C)C)NC(C(O)CC(=O)NCCC(C)C)=O (N,N′-Di-iso-pentyl DL-malamide), CCCCCC (hexane). The yield is 100.0%. Reaction SMILES: [CH2:1]([NH2:6])[CH2:2][CH:3]([CH3:5])[CH3:4].[C:7]([O:17]CC)(=O)[CH:8]([CH2:10][C:11]([O:13]CC)=O)[OH:9]>>[CH2:1]([NH:6][C:7](=[O:17])[CH:8]([CH2:10][C:11]([NH:6][CH2:1][CH2:2][CH:3]([CH3:5])[CH3:4])=[O:13])[OH:9])[CH2:2][CH:3]([CH3:5])[CH3:4].[CH3:7][CH2:8][CH2:1][CH2:2][CH2:3][CH3:5]. Procedure: N,N′-Di-iso-pentyl DL-malamide was prepared by the reaction of iso-pentylamine with diethyl DL-malate. To a round-bottomed flask were added diethyl DL-malate (20.013 g, 0.1052 mole, 1 eq) and iso-pentylamine (27.778 g, 3.03 eq). The clear light yellow solution was stirred for 20 hours at room temperature prior to the removal of the excess amine under vacuum with heating. A white waxy solid was obtained. The solid was triturated with hexane (4×100 mL); and the product was filtered through a glass... The reactants are ClC1=NC(=CN=C1)Cl (2,6-dichloropyrazine), F[C@@H]1CN(CC[C@@H]1O)C(=O)OC(C)(C)C (tert-butyl cis-3-fluoro-4-hydroxypiperidine-1-carboxylate), ClC1=CN=CC(=N1)OC1CCN(CC1)C(=O)OC(C)(C)C (tert-butyl 4-[(6-chloropyrazin-2-yl)oxy]piperidine-1-carboxylate), ClC1=CN=CC(=N1)OC1CCN(CC1)C(=O)OC(C)(C)C (tert-butyl 4-[(6-chloropyrazin-2-yl)oxy]piperidine-1-carboxylate). Product: ClC1=CN=CC(=N1)O[C@@H]1[C@@H](CN(CC1)C(=O)OC(C)(C)C)F (tert-butyl cis-4-[(6-chloropyrazin-2-yl)oxy]-3-fluoropiperidine-1-carboxylate). Procedure: tert-butyl cis-4-[(6-chloropyrazin-2-yl)oxy]-3-fluoropiperidine-1-carboxylate was prepared from 2,6-dichloropyrazine and tert-butyl cis-3-fluoro-4-hydroxypiperidine-1-carboxylate using the conditions described for the preparation of tert-butyl 4-[(6-chloropyrazin-2-yl)oxy]piperidine-1-carboxylate (Compound 1, Step 3). LRMS (ESI) calculated for C14H19ClFN3O3[M+Na]+, 354.1; found 354.1. As a reaction SMILES: Cl[C:2]1[CH:7]=[N:6][CH:5]=[C:4]([Cl:8])[N:3]=1.[F:9][C@H:10]1[C@@H:15]([OH:16])[CH2:14][CH2:13][N:12]([C:17]([O:19][C:20]([CH3:23])([CH3:22])[CH3:21])=[O:18])[CH2:11]1.ClC1N=C(OC2CCN(C(OC(C)(C)C)=O)CC2)C=NC=1>>[Cl:8][C:4]1[N:3]=[C:2]([O:16][C@H:15]2[CH2:14][CH2:13][N:12]([C:17]([O:19][C:20]([CH3:22])([CH3:21])[CH3:23])=[O:18])[CH2:11][C@H:10]2[F:9])[CH:7]=[N:6][CH:5]=1. Reactants: O (water), C(C)(=O)NC1=CC=C(C(=O)C(CC(=O)O)C)C=C1 (3-(4-acetamidobenzoyl)-butyric acid), [H-].[Na+] (sodium hydride), BrCCCN1C(C=2C(C1=O)=CC=CC2)=O (N-(3-bromopropyl)-phthalimide). Solvent: CS(=O)C (dimethyl sulphoxide). Reaction conditions: temperature 60 celsius, time 30 minute. Product: C1(C=2C(C(N1CCCN(C(C)=O)C1=CC=C(C(=O)C(CC(=O)O)C)C=C1)=O)=CC=CC2)=O (3-[4-[N-(3-phthalimidopropyl)acetamido]benzoyl]butyric acid). RXN SMILES: [C:1]([NH:4][C:5]1[CH:18]=[CH:17][C:8]([C:9]([CH:11]([CH3:16])[CH2:12][C:13]([OH:15])=[O:14])=[O:10])=[CH:7][CH:6]=1)(=[O:3])[CH3:2].[H-].[Na+].Br[CH2:22][CH2:23][CH2:24][N:25]1[C:29](=[O:30])[C:28]2=[CH:31][CH:32]=[CH:33][CH:34]=[C:27]2[C:26]1=[O:35].O>CS(C)=O>[C:26]1(=[O:35])[N:25]([CH2:24][CH2:23][CH2:22][N:4]([C:5]2[CH:18]=[CH:17][C:8]([C:9]([CH:11]([CH3:16])[CH2:12][C:13]([OH:15])=[O:14])=[O:10])=[CH:7][CH:6]=2)[C:1](=[O:3])[CH3:2])[C:29](=[O:30])[C:28]2=[CH:31][CH:32]=[CH:33][CH:34]=[C:27]12 |f:1.2|. Procedure: 30.0 g (120 mmol) of 3-(4-acetamidobenzoyl)-butyric acid are added to a suspension of 7.6 g (253 mmol) of sodium hydride (80%) in 150 ml of dimethyl sulphoxide and the mixture is stirred for 30 minutes at 60° C. After the addition of 33.2 g (120 mmol) of N-(3-bromopropyl)-phthalimide, stirring is continued at 80° C. for 6 hours. After cooling, the reaction mixture is poured out on 200 ml of iced water and extracted with 3×100 ml of dichloromethane. The extracts are discarded. The aqueous phase i...